From a dataset of the Open Reaction Database (ORD), a public repository of structured organic reaction records. describe an organic reaction: reactants, conditions, products, and yield The reactants are NCC(COC1=CC=CC=2NC3=CC=CC=C3C12)O (1-Amino-3-(9H-carbazol-4-yloxy)-propan-2-ol), COC=1C=C(C=CC1OC)NS(=O)(=O)C1=CC=C(C=C1)N1CCC(CC1)=O (N-(3,4-dimethoxy-phenyl)-4-(4-oxo-piperidin-1-yl)-benzenesulfonamide). The product is C1=CC=C(C=2C3=CC=CC=C3NC12)OC[C@H](CNC1CCN(CC1)C1=CC=C(C=C1)S(=O)(=O)NC1=CC(=C(C=C1)OC)OC)O (4-{4-[(2S)-3-(9H-Carbazol-4-yloxy)-2-hydroxy-propylamino]-piperidin-1-yl}-N-(3,4-dimethoxy-phenyl)-benzenesulfonamide). As a reaction SMILES: [NH2:1][CH2:2][CH:3]([OH:19])[CH2:4][O:5][C:6]1[C:18]2[C:17]3[C:12](=[CH:13][CH:14]=[CH:15][CH:16]=3)[NH:11][C:10]=2[CH:9]=[CH:8][CH:7]=1.[CH3:20][O:21][C:22]1[CH:23]=[C:24]([NH:30][S:31]([C:34]2[CH:39]=[CH:38][C:37]([N:40]3[CH2:45][CH2:44][C:43](=O)[CH2:42][CH2:41]3)=[CH:36][CH:35]=2)(=[O:33])=[O:32])[CH:25]=[CH:26][C:27]=1[O:28][CH3:29]>>[CH:9]1[C:10]2[NH:11][C:12]3[C:17](=[CH:16][CH:15]=[CH:14][CH:13]=3)[C:18]=2[C:6]([O:5][CH2:4][C@@H:3]([OH:19])[CH2:2][NH:1][CH:43]2[CH2:42][CH2:41][N:40]([C:37]3[CH:36]=[CH:35][C:34]([S:31]([NH:30][C:24]4[CH:25]=[CH:26][C:27]([O:28][CH3:29])=[C:22]([O:21][CH3:20])[CH:23]=4)(=[O:32])=[O:33])=[CH:39][CH:38]=3)[CH2:45][CH2:44]2)=[CH:7][CH:8]=1. Reported procedure: The title compound was prepared from 1-Amino-3-(9H-carbazol-4-yloxy)-propan-2-ol and Reference Example 73, N-(3,4-dimethoxy-phenyl)-4-(4-oxo-piperidin-1-yl)-benzenesulfonamide, according to the procedure of Example 1 as an off-white solid; mp 58-64° C.; 1H NMR (300 MHz, DMSO-d6) δ 1.20-1.40 (m, 2H), 1.80-1.95 (m, 2H), 2.60-2.90 (m, 5H), 3.62 (s, 3H), 3.64 (s, 3H), 3.60-3.80 (m, 2H), 4.00-4.20 (m, 3H), 6.40-7.50 (m, 12H), 7.95 (s, 1H), 8.20 (d, 1H), 11.30 (s, 1H); MS (ES) m/z: 631.1 (MH+); HRMS C... The reactants are COc1ccccc1CCOc1cccc2[nH]c(C(=O)O)cc12, CC1CN(CCC2(O)CCC(N)CC2)CCC1O. Yields the product COc1ccccc1CCOc1cccc2[nH]c(C(=O)NC3CCC(O)(CCN4CCC(O)C(C)C4)CC3)cc12. RXN SMILES: [CH3:1][O:2][c:3]1[c:4]([CH2:9][CH2:10][O:11][c:12]2[c:13]3[cH:14][c:15]([C:21](=[O:22])[OH:23])[nH:16][c:17]3[cH:18][cH:19][cH:20]2)[cH:5][cH:6][cH:7][cH:8]1.[NH2:24][CH:25]1[CH2:26][CH2:27][C:28]([OH:31])([CH2:32][CH2:33][N:34]2[CH2:35][CH:36]([CH3:41])[CH:37]([OH:40])[CH2:38][CH2:39]2)[CH2:29][CH2:30]1>>[CH3:1][O:2][c:3]1[c:4]([CH2:9][CH2:10][O:11][c:12]2[c:13]3[cH:14][c:15]([C:21](=[O:23])[NH:24][CH:25]4[CH2:26][CH2:27][C:28]([OH:31])([CH2:32][CH2:33][N:34]5[CH2:35][CH:36]([CH3:41])[CH:37]([OH:40])[CH2:38][CH2:39]5)[CH2:29][CH2:30]4)[nH:16][c:17]3[cH:18][cH:19][cH:20]2)[cH:5][cH:6][cH:7][cH:8]1. Reactants: c1ccc(CC2CCNCC2)cc1, CCOCC, O=C(CCl)Nc1ccc([N+](=O)[O-])cc1. Product: O=C(CN1CCC(Cc2ccccc2)CC1)Nc1ccc([N+](=O)[O-])cc1. As a reaction SMILES: [CH2:15]([c:16]1[cH:17][cH:18][cH:19][cH:20][cH:21]1)[CH:22]1[CH2:23][CH2:24][NH:25][CH2:26][CH2:27]1.[CH2:28]([O:29][CH2:30][CH3:31])[CH3:32].[Cl:1][CH2:2][C:3](=[O:4])[NH:5][c:6]1[cH:7][cH:8][c:9]([N+:12](=[O:13])[O-:14])[cH:10][cH:11]1>>[CH2:2]([C:3](=[O:4])[NH:5][c:6]1[cH:7][cH:8][c:9]([N+:12](=[O:13])[O-:14])[cH:10][cH:11]1)[N:25]1[CH2:24][CH2:23][CH:22]([CH2:15][c:16]2[cH:17][cH:18][cH:19][cH:20][cH:21]2)[CH2:27][CH2:26]1. The reactants are FC(C(=O)O)(F)F (Trifluoroacetic acid), ice, C(C)(C)(C)OC(CC(C(CF)=O)NC([C@H](C)N1C(C=CC=C1)=O)=O)=O (5-Fluoro-4-oxo-3-[(S)-2-(2-oxo-2H-pyridin-1-yl)-propionylamino]-pentanoic acid tert-butyl ester). The solvent is ClCCl (dichloromethane). Reaction conditions: temperature 0 celsius, time 0.5 hour. The product is FCC(C(CC(=O)O)NC([C@H](C)N1C(C=CC=C1)=O)=O)=O (5-Fluoro-4-oxo-3-[(S)-2-(2-oxo-2H-pyridin-1-yl)-propionylamino]-pentanoic acid). As a reaction SMILES: FC(F)(F)C(O)=O.C([O:12][C:13](=[O:32])[CH2:14][CH:15]([NH:20][C:21](=[O:31])[C@@H:22]([N:24]1[CH:29]=[CH:28][CH:27]=[CH:26][C:25]1=[O:30])[CH3:23])[C:16](=[O:19])[CH2:17][F:18])(C)(C)C>ClCCl>[F:18][CH2:17][C:16](=[O:19])[CH:15]([NH:20][C:21](=[O:31])[C@@H:22]([N:24]1[CH:29]=[CH:28][CH:27]=[CH:26][C:25]1=[O:30])[CH3:23])[CH2:14][C:13]([OH:32])=[O:12]. Procedure details: Trifluoroacetic acid (2 ml) was added to a stirred ice cold solution of 5-Fluoro-4-oxo-3-[(S)-2-(2-oxo-2H-pyridin-1-yl)-propionylamino]-pentanoic acid tert-butyl ester (115 mg, 0.32 mmol) in anhydrous dichloromethane (2 ml). The mixture was stirred at 0° C. for 0.5 h then at room temperature for 0.5 h. The mixture was concentrated under reduced pressure and then the residue was redissolved in dry dichloromethane. This process was repeated several times in order to remove excess trifluoroacetic a... Reactants: C1=C(C=CC=2OC3=CC=CC=C3CC12)C(C(=O)O)C (2-(2-xanthenyl)-propionic acid), C(OCC)([O-])=O (monoethyl carbonate), anhydride, ClC(=O)OCC (ethyl chloroformate), [BH4-].[Na+] (NaBH4), C1=C(C=CC=2OC3=CC=CC=C3CC12)C(C)C(OC(OCC)=O)=O (2-(2-xanthenyl)-4,6-dioxaoctane-3,5-dione). The solvent is C1CCOC1 (THF), C1CCOC1 (THF), C(C)N(CC)CC (triethylamine), O (water). Reaction conditions: time 30 minute. The product is C1=C(C=CC=2OC3=CC=CC=C3CC12)C(CO)C (2-(2-xanthenyl)-propanol). RXN SMILES: [CH:1]1[C:14]2[CH2:13][C:12]3[C:7](=[CH:8][CH:9]=[CH:10][CH:11]=3)[O:6][C:5]=2[CH:4]=[CH:3][C:2]=1[CH:15]([CH3:19])[C:16](O)=[O:17].ClC(OCC)=O.[BH4-].[Na+].C(=O)([O-])OCC.C1C2CC3C(=CC=CC=3)OC=2C=CC=1C(C(=O)OC(=O)OCC)C>O.C1COCC1.C(N(CC)CC)C>[CH:1]1[C:14]2[CH2:13][C:12]3[C:7](=[CH:8][CH:9]=[CH:10][CH:11]=3)[O:6][C:5]=2[CH:4]=[CH:3][C:2]=1[CH:15]([CH3:19])[CH2:16][OH:17] |f:2.3|. Reported procedure: 2.54 g. of 2-(2-xanthenyl)-propionic acid is dissolved in 20 ml. of absolute THF and combined with 1 ml. of triethylamine. At -10°, a solution of 0.6 ml. of ethyl chloroformate in 4 ml. of THF is added dropwise within 15 minutes, the mixture is stirred for 30 minutes at -10° and then 0.5 g. of NaBH4 is introduced into the solution which contains the mixed anhydride of monoethyl carbonate and the aforementioned acid, 2-(2-xanthenyl)-4,6-dioxaoctane-3,5-dione. Thereafter, the mixture is stirred fo... Starting materials: COS(=O)(=O)OC, [K+], [OH-], O, COCc1cccc(OCCc2cnc(S)[nH]c2=O)c1. Yields the product COCc1cccc(OCCc2cnc(SC)[nH]c2=O)c1. RXN SMILES: [CH3:1][O:2][S:3]([O:4][CH3:5])(=[O:6])=[O:7].[K+:30].[OH-:29].[OH2:28].[SH:8][c:9]1[n:10][cH:11][c:12]([CH2:16][CH2:17][O:18][c:19]2[cH:20][c:21]([CH2:25][O:26][CH3:27])[cH:22][cH:23][cH:24]2)[c:13](=[O:15])[nH:14]1>>[CH3:1][S:8][c:9]1[n:10][cH:11][c:12]([CH2:16][CH2:17][O:18][c:19]2[cH:20][c:21]([CH2:25][O:26][CH3:27])[cH:22][cH:23][cH:24]2)[c:13](=[O:15])[nH:14]1. Starting materials: C(CCC)OC(=O)C=1N=C(C2=CC(=CC=C2C1O)OC1=CC=CC=C1)C=C (4-Hydroxy-7-phenoxy-1-vinyl-isoquinoline-3-carboxylic acid butyl ester), C=1C=CC(=CC1)C(C=2C=CC=CC2)[C@H]3CC([C@H](CO3)NCC=4C=CC(=CC4)F)O (D-153). The product is C(CCC)OC(=O)C=1N=C(C2=CC(=CC=C2C1O)OC1=CC=CC=C1)CC (1-Ethyl-4-hydroxy-7-phenoxy-isoquinoline-3-carboxylic acid butyl ester). Reaction SMILES: [CH2:1]([O:5][C:6]([C:8]1[N:9]=[C:10]([CH:26]=[CH2:27])[C:11]2[C:16]([C:17]=1[OH:18])=[CH:15][CH:14]=[C:13]([O:19][C:20]1[CH:25]=[CH:24][CH:23]=[CH:22][CH:21]=1)[CH:12]=2)=[O:7])[CH2:2][CH2:3][CH3:4].C1C=CC(C([C@@H]2OC[C@H](NCC3C=CC(F)=CC=3)C(O)C2)C2C=CC=CC=2)=CC=1>>[CH2:1]([O:5][C:6]([C:8]1[N:9]=[C:10]([CH2:26][CH3:27])[C:11]2[C:16]([C:17]=1[OH:18])=[CH:15][CH:14]=[C:13]([O:19][C:20]1[CH:25]=[CH:24][CH:23]=[CH:22][CH:21]=1)[CH:12]=2)=[O:7])[CH2:2][CH2:3][CH3:4]. Reported procedure: Synthesized from 4-Hydroxy-7-phenoxy-1-vinyl-isoquinoline-3-carboxylic acid butyl ester in analogy to example D-153 b); MS-(+)-ion M+1=366.1.